From a dataset of the Open Reaction Database (ORD), a public repository of structured organic reaction records. describe an organic reaction: reactants, conditions, products, and yield Starting materials: ice, CN(C1=CC=CC=C1)C=O (N-methylformanilide), P(=O)(Cl)(Cl)Cl (phosphorus oxychloride), C(CCCCCCCCCCCCCCC)OC=1SC=CC1 (2-hexadecyloxythiophene). Reaction conditions: temperature 70 celsius, time 7 hour. Product: C(CCCCCCCCCCCCCCC)OC1=CC=C(S1)C=O (5-hexadecyloxy-2-thiophenecarboxaldehyde). RXN SMILES: CN([CH:9]=[O:10])C1C=CC=CC=1.P(Cl)(Cl)(Cl)=O.[CH2:16]([O:32][C:33]1[S:34][CH:35]=[CH:36][CH:37]=1)[CH2:17][CH2:18][CH2:19][CH2:20][CH2:21][CH2:22][CH2:23][CH2:24][CH2:25][CH2:26][CH2:27][CH2:28][CH2:29][CH2:30][CH3:31]>>[CH2:16]([O:32][C:33]1[S:34][C:35]([CH:9]=[O:10])=[CH:36][CH:37]=1)[CH2:17][CH2:18][CH2:19][CH2:20][CH2:21][CH2:22][CH2:23][CH2:24][CH2:25][CH2:26][CH2:27][CH2:28][CH2:29][CH2:30][CH3:31]. Procedure details: To a cooled mixture of 27 g of N-methylformanilide and 27 g (0.176 mole) of phosphorus oxychloride is added 32.5 g (0.1 mole) of 2-hexadecyloxythiophene. The mixture is warmed to 70° C under vacuum (10 mm Hg). The mixture is allowed to stand at 60°-70° C for 7 hours, the overnight at room temperature after which the mixture is stirred into 100 g of ice. The mixture is extracted into benzene, washed with water, dried over sodium sulfate and distilled in vacuo to give 5-hexadecyloxy-2-thiophenecar... The reactants are FC=1C=CC(=NC1)C1=NOC=C1/C=C/C=1SC(=C(N1)C)C(=O)O (2-{(E)-2-[3-(5-fluoro-pyridin-2-yl)-isoxazol-4-yl]-vinyl}-4-methyl-thiazole-5-carboxylic acid), F[B-](F)(F)F.N1(N=NC2=C1C=CC=C2)OC(=[N+](C)C)N(C)C (2-(1H-benzotriazole-1-yl)-1,1,3,3-tetramethyluronium tetrafluoroborate), C(C)(C)N(C(C)C)CC (N,N-diisopropyl ethyl amine), NC1CCOCC1 (4-aminotetrahydropyran). RXN SMILES: [F:1][C:2]1[CH:3]=[CH:4][C:5]([C:8]2[C:12](/[CH:13]=[CH:14]/[C:15]3[S:16][C:17]([C:21]([OH:23])=O)=[C:18]([CH3:20])[N:19]=3)=[CH:11][O:10][N:9]=2)=[N:6][CH:7]=1.F[B-](F)(F)F.N1(OC(N(C)C)=[N+](C)C)C2C=CC=CC=2N=N1.C(N(CC)C(C)C)(C)C.[NH2:55][CH:56]1[CH2:61][CH2:60][O:59][CH2:58][CH2:57]1>CN(C=O)C>[O:59]1[CH2:60][CH2:61][CH:56]([NH:55][C:21]([C:17]2[S:16][C:15](/[CH:14]=[CH:13]/[C:12]3[C:8]([C:5]4[CH:4]=[CH:3][C:2]([F:1])=[CH:7][N:6]=4)=[N:9][O:10][CH:11]=3)=[N:19][C:18]=2[CH3:20])=[O:23])[CH2:57][CH2:58]1 |f:1.2|. Run at time 1 hour. Solvent: CN(C)C=O (DMF). Yield: 82.8%. The product is O1CCC(CC1)NC(=O)C1=C(N=C(S1)\C=C\C=1C(=NOC1)C1=NC=C(C=C1)F)C (2-{(E)-2-[3-(5-Fluoro-pyridin-2-yl)-isoxazol-4-yl]-vinyl}-4-methyl-thiazole-5-carbox-ylic acid (tetrahydro-pyran-4-yl)-amide). Reported procedure: To a solution of 2-{(E)-2-[3-(5-fluoro-pyridin-2-yl)-isoxazol-4-yl]-vinyl}-4-methyl-thiazole-5-carboxylic acid (99 mg, 0.3 mmol) in DMF (1.5 mL) were added 2-(1H-benzotriazole-1-yl)-1,1,3,3-tetramethyluronium tetrafluoroborate (106 mg, 0.33 mmol), N,N-diisopropyl ethyl amine (257 μL, 1.5 mmol) and 4-aminotetrahydropyran (33 mg, 0.33 mmol). The resulting reaction mixture was stirred for 1 h. The reaction mixture was then evaporated and purification by trituration from methanol/water afforded the ... The product is CCCCCCCCCCCCCCCCNc1ccc(C2OCCO2)c(F)c1. The reactants are Cc1ccccc1, CCCCCCCCCCCCCCCCNc1ccc(C=O)c(F)c1, O, OCCO, Cc1ccc(S(=O)(=O)O)cc1. As a reaction SMILES: [CH3:43][c:44]1[cH:45][cH:46][cH:47][cH:48][cH:49]1.[F:1][c:2]1[c:3]([CH:4]=[O:5])[cH:6][cH:7][c:8]([NH:10][CH2:11][CH2:12][CH2:13][CH2:14][CH2:15][CH2:16][CH2:17][CH2:18][CH2:19][CH2:20][CH2:21][CH2:22][CH2:23][CH2:24][CH2:25][CH3:26])[cH:9]1.[OH2:42].[OH:27][CH2:28][CH2:29][OH:30].[c:31]1([CH3:32])[cH:33][cH:34][c:35]([S:36]([OH:37])(=[O:38])=[O:39])[cH:40][cH:41]1>>[F:1][c:2]1[c:3]([CH:4]2[O:5][CH2:29][CH2:28][O:27]2)[cH:6][cH:7][c:8]([NH:10][CH2:11][CH2:12][CH2:13][CH2:14][CH2:15][CH2:16][CH2:17][CH2:18][CH2:19][CH2:20][CH2:21][CH2:22][CH2:23][CH2:24][CH2:25][CH3:26])[cH:9]1. Starting materials: FC1=C(OC2=C3C(=NC=C2)C=C(S3)I)C=CC(=C1)[N+](=O)[O-] (7-(2-Fluoro-4-nitrophenoxy)-2-iodothieno[3,2-b]pyridine), C(=O)([O-])[O-].[Cs+].[Cs+] (Cs2CO3), COC=1C=C(N)C=CC1 (3-methoxyaniline), CC1(C2=C(C(=CC=C2)P(C3=CC=CC=C3)C4=CC=CC=C4)OC5=C(C=CC=C51)P(C6=CC=CC=C6)C7=CC=CC=C7)C (Xantphos). The reagents and catalysts are CC(=O)[O-].CC(=O)[O-].[Pd+2] (Pd(OAc)2). Solvent: O1CCOCC1 (dioxane). The product is FC1=C(OC2=C3C(=NC=C2)C=C(S3)NC3=CC(=CC=C3)OC)C=CC(=C1)[N+](=O)[O-] (7-(2-Fluoro-4-nitrophenoxy)-N-(3-methoxyphenyl)thieno[3,2-b]pyridin-2-amine). Yield: 59.0%. Reaction SMILES: [F:1][C:2]1[CH:18]=[C:17]([N+:19]([O-:21])=[O:20])[CH:16]=[CH:15][C:3]=1[O:4][C:5]1[CH:10]=[CH:9][N:8]=[C:7]2[CH:11]=[C:12](I)[S:13][C:6]=12.C([O-])([O-])=O.[Cs+].[Cs+].[CH3:28][O:29][C:30]1[CH:31]=[C:32]([CH:34]=[CH:35][CH:36]=1)[NH2:33].CC1(C)C2C(=C(P(C3C=CC=CC=3)C3C=CC=CC=3)C=CC=2)OC2C(P(C3C=CC=CC=3)C3C=CC=CC=3)=CC=CC1=2>O1CCOCC1.CC([O-])=O.CC([O-])=O.[Pd+2]>[F:1][C:2]1[CH:18]=[C:17]([N+:19]([O-:21])=[O:20])[CH:16]=[CH:15][C:3]=1[O:4][C:5]1[CH:10]=[CH:9][N:8]=[C:7]2[CH:11]=[C:12]([NH:33][C:32]3[CH:34]=[CH:35][CH:36]=[C:30]([O:29][CH3:28])[CH:31]=3)[S:13][C:6]=12 |f:1.2.3,7.8.9|. Reported procedure: A solution of 399 (scheme 87) (700 mg, 1.68 mmol), Cs2CO3 (1.12 g, 3.43 mmol), 3-methoxyaniline (190 μL, 206 mg, 1.68 mmol), Pd(OAc)2 (70 mg, 0.17 mmol) and Xantphos (1.43 g, 2.52 mmol) (J. Org. Chem., 1999, 64, 6019-6022) in dioxane (15 mL) was heated to reflux for 5 hrs. The reaction mixture was cooled, concentrated and the residue was purified by flash chromatography using 80% EtOAc in hexanes as the eluent, to afford 403 (408 mg, 59% yield). MS (m/z): (M+1) 412.0 (100%). Starting materials: ClCCl, CCNN, Cc1nnc(N=C=O)s1, NN. Yields the product CCN(N)C(=O)Nc1nnc(C)s1. As a reaction SMILES: [CH2:16]([Cl:17])[Cl:18].[CH2:1]([CH3:2])[NH:3][NH2:4].[CH3:5][c:6]1[n:7][n:8][c:9]([N:11]=[C:12]=[O:13])[s:10]1.[NH2:14][NH2:15]>>[CH2:1]([CH3:2])[N:3]([NH2:4])[C:12]([NH:11][c:9]1[n:8][n:7][c:6]([CH3:5])[s:10]1)=[O:13].